This data is from the Open Reaction Database (ORD), a public repository of structured organic reaction records. The task is: describe an organic reaction: reactants, conditions, products, and yield The reactants are N#N (N2), CCN(C(C)C)C(C)C (DIPEA), CC1(OCCO1)C1=CC=CC(=N1)COS(=O)(=O)C (methanesulfonic acid 6-(2-methyl-[1,3]dioxolan-2-yl)-pyridin-2-ylmethyl ester), [N+](=O)([O-])C1=NNN=C1 (4-nitro-2H-[1,2,3]triazole). Run in O (Water), CC(OCC)=O (EA), CN(C)C=O (DMF), CN(C)C=O (DMF). Conditions: temperature 50 celsius, time 48 hour. Yields the product CC1(OCCO1)C1=NC(=CC=C1)CN1N=CC(=N1)[N+](=O)[O-] (2-(2-Methyl-[1,3]dioxolan-2-yl)-6-(4-nitro-[1,2,3]triazol-2-ylmethyl)-pyridine). As a reaction SMILES: N#N.[CH3:3][C:4]1([C:9]2[N:14]=[C:13]([CH2:15]OS(C)(=O)=O)[CH:12]=[CH:11][CH:10]=2)[O:8][CH2:7][CH2:6][O:5]1.[N+:21]([C:24]1[CH:28]=[N:27][NH:26][N:25]=1)([O-:23])=[O:22].CCN(C(C)C)C(C)C>CN(C=O)C.CC(=O)OCC.O>[CH3:3][C:4]1([C:9]2[CH:10]=[CH:11][CH:12]=[C:13]([CH2:15][N:26]3[N:25]=[C:24]([N+:21]([O-:23])=[O:22])[CH:28]=[N:27]3)[N:14]=2)[O:5][CH2:6][CH2:7][O:8]1. Procedure: In a flame dried round-bottomed flask equipped with a magnetic stir bar and under inert atmosphere (N2), a solution of methanesulfonic acid 6-(2-methyl-[1,3]dioxolan-2-yl)-pyridin-2-ylmethyl ester (164 mg, 0.6 mmol) in DMF (2.0 mL) was added to a solution of 4-nitro-2H-[1,2,3]triazole (57 mg, 0.5 mmol) in DMF (1.0 mL) pre-treated for 30 min with DIPEA (0.20 mL, 1.17 mmol) and the reaction mixture was stirred for 48 h at 50° C. Water (10 mL), followed by EA (10 mL) were added. The aq. layer was e... The reactants are O=C(Cl)c1ccc2c(c1)C(=O)c1ccccc1CO2, [Na], C1CCOC1, O=C(O)CCO. Yields the product O=C(O)CCOC(=O)c1ccc2c(c1)C(=O)c1ccccc1CO2. Reaction SMILES: [Cl:1][C:2](=[O:3])[c:4]1[cH:5][c:6]2[c:7]([cH:18][cH:19]1)[O:8][CH2:9][c:10]1[c:11]([cH:14][cH:15][cH:16][cH:17]1)[C:12]2=[O:13].[Na:20].[O:27]1[CH2:28][CH2:29][CH2:30][CH2:31]1.[OH:21][CH2:22][CH2:23][C:24](=[O:25])[OH:26]>>[C:2](=[O:3])([c:4]1[cH:5][c:6]2[c:7]([cH:18][cH:19]1)[O:8][CH2:9][c:10]1[c:11]([cH:14][cH:15][cH:16][cH:17]1)[C:12]2=[O:13])[O:21][CH2:22][CH2:23][C:24](=[O:25])[OH:26]. Reaction SMILES: Br[C:2]1[N:7]=[CH:6][C:5]([C:8]([C:10]2[CH:15]=[C:14]([Br:16])[CH:13]=[CH:12][C:11]=2[Cl:17])=[O:9])=[CH:4][CH:3]=1.[C:18]1(B(O)O)[CH:23]=[CH:22][CH:21]=[CH:20][CH:19]=1>>[C:18]1([C:2]2[N:7]=[CH:6][C:5]([C:8]([C:10]3[CH:15]=[C:14]([Br:16])[CH:13]=[CH:12][C:11]=3[Cl:17])=[O:9])=[CH:4][CH:3]=2)[CH:23]=[CH:22][CH:21]=[CH:20][CH:19]=1. The product is C1(=CC=CC=C1)C1=CC=C(C=N1)C(=O)C1=C(C=CC(=C1)Br)Cl (5-bromo-2-chlorophenyl 6-phenyl-3-pyridyl ketone). Reactants: BrC1=CC=C(C=N1)C(=O)C1=C(C=CC(=C1)Br)Cl (5-bromo-2-chlorophenyl 6-bromo-3-pyridyl ketone), C1(=CC=CC=C1)B(O)O (phenylboronic acid). Procedure: The above 5-bromo-2-chlorophenyl 6-bromo-3-pyridyl ketone and phenylboronic acid were treated in a manner similar to Reference Example 20-(1) to give 5-bromo-2-chlorophenyl 6-phenyl-3-pyridyl ketone as yellow crystals. APCI-Mass m/Z 372/374 (M+H).